Dataset: the Open Reaction Database (ORD), a public repository of structured organic reaction records. Task: describe an organic reaction: reactants, conditions, products, and yield Reactants: [BH3-]C#N, O=C([O-])O, CN(C)c1ncc(C=O)cn1, CC(=O)O, ClCCl, Cl, [Na+], [Na+], Oc1cc(C2CCNCC2)nc(N2CCOCC2)n1. The product is CN(C)c1ncc(CN2CCC(c3cc(O)nc(N4CCOCC4)n3)CC2)cn1. RXN SMILES: [C:32]([BH3-:33])#[N:34].[C:36](=[O:37])([OH:38])[O-:39].[CH3:21][N:22]([c:23]1[n:24][cH:25][c:26]([CH:29]=[O:30])[cH:27][n:28]1)[CH3:31].[CH3:44][C:45](=[O:46])[OH:47].[Cl:41][CH2:42][Cl:43].[ClH:20].[Na+:35].[Na+:40].[O:1]1[CH2:2][CH2:3][N:4]([c:7]2[n:8][c:9]([CH:14]3[CH2:15][CH2:16][NH:17][CH2:18][CH2:19]3)[cH:10][c:11]([OH:13])[n:12]2)[CH2:5][CH2:6]1>>[O:1]1[CH2:2][CH2:3][N:4]([c:7]2[n:8][c:9]([CH:14]3[CH2:15][CH2:16][N:17]([CH2:29][c:26]4[cH:25][n:24][c:23]([N:22]([CH3:21])[CH3:31])[n:28][cH:27]4)[CH2:18][CH2:19]3)[cH:10][c:11]([OH:13])[n:12]2)[CH2:5][CH2:6]1. Reactants: C(CCC)[Li] (n-butyllithium), COC1=CC(=CC=C1)OCOC (1-methoxy-3-methoxymethoxy benzene), C(Cl)(Cl)Cl (chloroform), KHCO3, COC(C1=C(C=CC(=C1)[N+](=O)[O-])Br)=O (methyl-2-bromo-5-nitrobenzoate). The reagents and catalysts are [Cl-].[Zn+2].[Cl-] (zinc chloride). Solvent: C1CCOC1 (THF), C1CCOC1 (THF), Cl[Pd]([P](C1=CC=CC=C1)(C2=CC=CC=C2)C3=CC=CC=C3)([P](C4=CC=CC=C4)(C5=CC=CC=C5)C6=CC=CC=C6)Cl (bis(triphenylphosphine)palladium dichloride). Conditions: temperature 25 celsius, time 1 hour. Product: [N+](=O)([O-])C=1C=CC(=C(C(=O)OC)C1)C1=C(C=CC=C1OCOC)OC (methyl 5-nitro-2-(2-methoxy-6-methoxymethoxyphenyl)-benzoate). RXN SMILES: [CH3:1][O:2][C:3]1[CH:8]=[CH:7][CH:6]=[C:5]([O:9][CH2:10][O:11][CH3:12])[CH:4]=1.C([Li])CCC.[CH3:18][O:19][C:20](=[O:31])[C:21]1[CH:26]=[C:25]([N+:27]([O-:29])=[O:28])[CH:24]=[CH:23][C:22]=1Br.C(Cl)(Cl)Cl>C1COCC1.Cl[Pd](Cl)([P](C1C=CC=CC=1)(C1C=CC=CC=1)C1C=CC=CC=1)[P](C1C=CC=CC=1)(C1C=CC=CC=1)C1C=CC=CC=1.[Cl-].[Zn+2].[Cl-]>[N+:27]([C:25]1[CH:24]=[CH:23][C:22]([C:4]2[C:5]([O:9][CH2:10][O:11][CH3:12])=[CH:6][CH:7]=[CH:8][C:3]=2[O:2][CH3:1])=[C:21]([CH:26]=1)[C:20]([O:19][CH3:18])=[O:31])([O-:29])=[O:28] |f:6.7.8,^1:43,62|. Reported procedure: A solution of 1-methoxy-3-methoxymethoxy benzene (3.62 g., 21.55 mmole), prepared as described in J. Med. Chem. 1995, 38, 1437-1445, in THF (15 mL) at −30° C. was treated with n-butyllithium (8.28 ml. of 2.5M in hexane, 20.69 mmole), stirred for 1 hour at 25° C., cooled to 0° C., treated with anhydrous zinc chloride beads (3.5 g, 25.67 mmole), stirred for 2 hours at 25° C., treated with a solution of methyl-2-bromo-5-nitrobenzoate (5.0 g, 19.23 mmol) in THF (20 mL) and bis(triphenylphosphine)pal... The reactants are C(C)(=O)C1=C(C(=C(OCC2COC3=C(OC2)C=CC(=C3)CC(=O)OC)C=C1)CCC)O (Methyl (3-(4-acetyl-3-hydroxy-2-propylphenoxy)methyl-3,4-dihydro-2H-1,5-benzodioxepin-7-yl)acetate), C(C)(=O)C1=C(C(=C(OCC2CC3=C(O2)C=CC(=C3)CC(=O)OC)C=C1)CCC)O (Methyl (2-(4-acetyl-3-hydroxy-2-propylphenoxy)methyl-2,3-dihydrobenzo[b]furan-5-yl)acetate). The product is C(C)(=O)C1=C(C(=C(OCC2COC3=C(OC2)C=CC(=C3)CC(=O)O)C=C1)CCC)O ((3-(4-acetyl-3-hydroxy-2-propylphenoxy)methyl-3,4-dihydro-2H-1,5-benzodioxepin-7-yl)acetic acid). Reaction SMILES: [C:1]([C:4]1[CH:27]=[CH:26][C:7]([O:8][CH2:9][CH:10]2[CH2:16][O:15][C:14]3[CH:17]=[CH:18][C:19]([CH2:21][C:22]([O:24]C)=[O:23])=[CH:20][C:13]=3[O:12][CH2:11]2)=[C:6]([CH2:28][CH2:29][CH3:30])[C:5]=1[OH:31])(=[O:3])[CH3:2].C(C1C=CC(OCC2OC3C=CC(CC(OC)=O)=CC=3C2)=C(CCC)C=1O)(=O)C>>[C:1]([C:4]1[CH:27]=[CH:26][C:7]([O:8][CH2:9][CH:10]2[CH2:16][O:15][C:14]3[CH:17]=[CH:18][C:19]([CH2:21][C:22]([OH:24])=[O:23])=[CH:20][C:13]=3[O:12][CH2:11]2)=[C:6]([CH2:28][CH2:29][CH3:30])[C:5]=1[OH:31])(=[O:3])[CH3:2]. Procedure details: Following the procedure of Example 26, but substituting the compound of Example 41 for the compound of Example 25, there was obtained the title compound as a white foam. Reactants: COC(CCC\C=C/C[C@H]1[C@@H]2CC[C@H]([C@@H]1N)C2)=O ((5Z)-7-[(1R,2S,3S,4S)-3-aminobicyclo[2.2.1]hept-2-yl]-5-heptenoic acid methyl ester), N1(C=CC=C1)S(=O)(=O)C1=CC=C(S1)C(=O)O (5 -(pyrrol-1-ylsulfonyl)thiophen-2-carboxylic acid), ON1N=NC2=C1C=CC=C2 (1-hydroxybenzotriazole), C(C)N=C=NCCCN(C)C (1-ethyl-3-(3-dimethylaminopropyl)carbodiimide). Solvent: O1CCCC1 (tetrahydrofuran), O (water). Reaction conditions: time 16 hour. Product: COC(CCC\C=C/C[C@H]1[C@@H]2CC[C@H]([C@@H]1NC(=O)C=1SC(=CC1)S(=O)(=O)N1C=CC=C1)C2)=O ((5Z)-7-{(1R,2S,3S,4S)-3-[5-(pyrrol-1-ylsulfonyl)-thiophen-2-ylcarbonylamino]-bicyclo[2.2.1]hept-2-yl}-5-heptenoic acid methyl ester). Isolated yield 84.0%. RXN SMILES: [CH3:1][O:2][C:3](=[O:18])[CH2:4][CH2:5][CH2:6]/[CH:7]=[CH:8]\[CH2:9][C@@H:10]1[C@@H:15]([NH2:16])[C@@H:14]2[CH2:17][C@H:11]1[CH2:12][CH2:13]2.[N:19]1([S:24]([C:27]2[S:31][C:30]([C:32](O)=[O:33])=[CH:29][CH:28]=2)(=[O:26])=[O:25])[CH:23]=[CH:22][CH:21]=[CH:20]1.ON1C2C=CC=CC=2N=N1.C(N=C=NCCCN(C)C)C>O1CCCC1.O>[CH3:1][O:2][C:3](=[O:18])[CH2:4][CH2:5][CH2:6]/[CH:7]=[CH:8]\[CH2:9][C@@H:10]1[C@@H:15]([NH:16][C:32]([C:30]2[S:31][C:27]([S:24]([N:19]3[CH:23]=[CH:22][CH:21]=[CH:20]3)(=[O:26])=[O:25])=[CH:28][CH:29]=2)=[O:33])[C@@H:14]2[CH2:17][C@H:11]1[CH2:12][CH2:13]2. Reported procedure: To a solution of 251 mg (1.0 mmol) of (5Z)-7-[(1R,2S,3S,4S)-3-aminobicyclo[2.2.1]hept-2-yl]-5-heptenoic acid methyl ester (1) in 4 ml of tetrahydrofuran were added 257 mg (1.0 mmol) of 5 -(pyrrol-1-ylsulfonyl)thiophen-2-carboxylic acid and 13.5 mg (0.1 mmol) of 1-hydroxybenzotriazole. Under ice-cooling, 186 mg (1.2 mmol) of 1-ethyl-3-(3-dimethylaminopropyl)carbodiimide was added thereto. The mixture was warmed to room temperature and stirred at 25° C. for 16 h. The mixture was diluted with water... The reactants are Cn1c(=O)c(Br)cc2cnn(-c3ccccc3Cl)c21, Cc1c(F)cc(C(N)=O)cc1B1OC(C)(C)C(C)(C)O1, [Na+], [Na+], [Na+], O=C([O-])[O-], C1COCCO1, [OH-], c1ccc(P(c2ccccc2)(c2ccccc2)[Pd](P(c2ccccc2)(c2ccccc2)c2ccccc2)(P(c2ccccc2)(c2ccccc2)c2ccccc2)P(c2ccccc2)(c2ccccc2)c2ccccc2)cc1. Yields the product Cc1c(F)cc(C(N)=O)cc1-c1cc2cnn(-c3ccccc3Cl)c2n(C)c1=O. RXN SMILES: [Br:21][c:22]1[cH:23][c:24]2[c:25]([n:26]([CH3:29])[c:27]1=[O:28])[n:30](-[c:33]1[c:34]([Cl:39])[cH:35][cH:36][cH:37][cH:38]1)[n:31][cH:32]2.[F:1][c:2]1[cH:3][c:4]([C:5](=[O:6])[NH2:7])[cH:8][c:9]([B:12]2[O:13][C:14]([CH3:15])([CH3:16])[C:17]([CH3:18])([CH3:19])[O:20]2)[c:10]1[CH3:11].[Na+:40].[Na+:41].[Na+:47].[O-:42][C:43](=[O:44])[O-:45].[O:48]1[CH2:49][CH2:50][O:51][CH2:52][CH2:53]1.[OH-:46].[cH:54]1[cH:55][cH:56][c:57]([P:58]([Pd:59]([P:60]([c:61]2[cH:62][cH:63][cH:64][cH:65][cH:66]2)([c:67]2[cH:68][cH:69][cH:70][cH:71][cH:72]2)[c:73]2[cH:74][cH:75][cH:76][cH:77][cH:78]2)([P:79]([c:80]2[cH:81][cH:82][cH:83][cH:84][cH:85]2)([c:86]2[cH:87][cH:88][cH:89][cH:90][cH:91]2)[c:92]2[cH:93][cH:94][cH:95][cH:96][cH:97]2)[P:98]([c:99]2[cH:100][cH:101][cH:102][cH:103][cH:104]2)([c:105]2[cH:106][cH:107][cH:108][cH:109][cH:110]2)[c:111]2[cH:112][cH:113][cH:114][cH:115][cH:116]2)([c:117]2[cH:118][cH:119][cH:120][cH:121][cH:122]2)[c:123]2[cH:124][cH:125][cH:126][cH:127][cH:128]2)[cH:129][cH:130]1>>[F:1][c:2]1[cH:3][c:4]([C:5](=[O:6])[NH2:7])[cH:8][c:9](-[c:22]2[cH:23][c:24]3[c:25]([n:26]([CH3:29])[c:27]2=[O:28])[n:30](-[c:33]2[c:34]([Cl:39])[cH:35][cH:36][cH:37][cH:38]2)[n:31][cH:32]3)[c:10]1[CH3:11]. Reactants: O=C([O-])[O-], COC(C=O)C(C)C(OC)C(C)COC(=O)C(C)(C)C, CO, [K+], [K+], CCOP(=O)(OCC)C(=[N+]=[N-])C(C)=O. The product is C#CC(OC)C(C)C(OC)C(C)COC(=O)C(C)(C)C. Reaction SMILES: [C:35](=[O:36])([O-:37])[O-:38].[CH3:1][O:2][CH:3]([CH:4]([CH2:5][O:6][C:7]([C:8]([CH3:9])([CH3:10])[CH3:11])=[O:12])[CH3:13])[CH:14]([CH:15]([CH:16]=[O:17])[O:18][CH3:19])[CH3:20].[CH3:41][OH:42].[K+:39].[K+:40].[N+:21](=[C:23]([P:22](=[O:24])([O:25][CH2:26][CH3:27])[O:28][CH2:29][CH3:30])[C:31](=[O:32])[CH3:33])=[N-:34]>>[CH3:1][O:2][CH:3]([CH:4]([CH2:5][O:6][C:7]([C:8]([CH3:9])([CH3:10])[CH3:11])=[O:12])[CH3:13])[CH:14]([CH:15]([C:16]#[CH:23])[O:18][CH3:19])[CH3:20]. Reactants: FC(C=1C=C(CN([C@@H]2C3=C(N(CCC2)C[C@@H]2CC[C@H](CC2)C(=O)OC)C(=CC(=C3)C)C)C=3N=NN(N3)C)C=C(C1)C(F)(F)F)(F)F ((trans)-methyl 4-(((S)-5-((3,5-bis(trifluoromethyl)benzyl)(2-methyl-2H-tetrazol-5-yl)amino)-7,9-dimethyl-2,3,4,5-tetrahydro-1H-benzo[b]azepin-1-yl)methyl)cyclohexanecarboxylate), [OH-].[Na+] (NaOH), ester. Solvent: CO (MeOH). Run at temperature 60 celsius, time 7 hour. The product is FC(C=1C=C(C=C(C1)C(F)(F)F)CN([C@H]1CCCN(C2=C1C=C(C=C2C)C)C[C@@H]2CC[C@H](CC2)C(=O)O)C=2N=NN(N2)C)(F)F (Trans-4-[[(5S)-5-[[[3,5-bis(trifluoromethyl)phenyl]methyl](2-methyl-2H-tetrazol-5-yl)amino]-2,3,4,5-tetrahydro-7,9-dimethyl-1H-1-benzazepin-1-yl]methyl]-cyclohexanecarboxylic acid). Isolated yield 85.7%. As a reaction SMILES: [F:1][C:2]([F:46])([F:45])[C:3]1[CH:4]=[C:5]([CH:38]=[C:39]([C:41]([F:44])([F:43])[F:42])[CH:40]=1)[CH2:6][N:7]([C:32]1[N:33]=[N:34][N:35]([CH3:37])[N:36]=1)[C@H:8]1[CH2:14][CH2:13][CH2:12][N:11]([CH2:15][C@H:16]2[CH2:21][CH2:20][C@H:19]([C:22]([O:24]C)=[O:23])[CH2:18][CH2:17]2)[C:10]2[C:26]([CH3:31])=[CH:27][C:28]([CH3:30])=[CH:29][C:9]1=2.[OH-].[Na+]>CO>[F:44][C:41]([F:42])([F:43])[C:39]1[CH:38]=[C:5]([CH2:6][N:7]([C:32]2[N:33]=[N:34][N:35]([CH3:37])[N:36]=2)[C@@H:8]2[C:9]3[CH:29]=[C:28]([CH3:30])[CH:27]=[C:26]([CH3:31])[C:10]=3[N:11]([CH2:15][C@H:16]3[CH2:21][CH2:20][C@H:19]([C:22]([OH:24])=[O:23])[CH2:18][CH2:17]3)[CH2:12][CH2:13][CH2:14]2)[CH:4]=[C:3]([C:2]([F:1])([F:46])[F:45])[CH:40]=1 |f:1.2|. Procedure: Charge a flask with (trans)-methyl 4-(((S)-5-((3,5-bis(trifluoromethyl)benzyl)(2-methyl-2H-tetrazol-5-yl)amino)-7,9-dimethyl-2,3,4,5-tetrahydro-1H-benzo[b]azepin-1-yl)methyl)cyclohexanecarboxylate (149 mg). Add MeOH (6 mL) and 1.0 N NaOH (3.0 mL). Heat the resulting mixture to about 60° C. Monitor the reaction via TLC. After about 7 hrs or when the starting ester has reacted, cool the mixture to about 0° C. and quench with 1 N HCl. Dilute the mixture with EtOAc (60 mL). Sequentially wash the mix...